Dataset: the Open Reaction Database (ORD), a public repository of structured organic reaction records. Task: describe an organic reaction: reactants, conditions, products, and yield The reactants are FC(C1=CC=C(C=C1)C=1C=CC=2N(C1)C(=CN2)C(=O)O)(F)F (6-(4-trifluoromethyl-phenyl)-imidazo[1,2-a]pyridine-3-carboxylic acid), NC1=NC=C(C(=N)NO)C=C1 (6-amino-N-hydroxy-nicotinamidine). Yields the product FC(C1=CC=C(C=C1)C=1C=CC=2N(C1)C(=CN2)C2=NC(=NO2)C=2C=CC(=NC2)N)(F)F (5-{5-[6-(4-Trifluoromethyl-phenyl)-imidazo[1,2-a]pyridin-3-yl]-[1,2,4]oxadiazol-3-yl}-pyridin-2-ylamine). As a reaction SMILES: [F:1][C:2]([F:22])([F:21])[C:3]1[CH:8]=[CH:7][C:6]([C:9]2[CH:10]=[CH:11][C:12]3[N:13]([C:15]([C:18]([OH:20])=O)=[CH:16][N:17]=3)[CH:14]=2)=[CH:5][CH:4]=1.[NH2:23][C:24]1[CH:33]=[CH:32][C:27]([C:28]([NH:30]O)=[NH:29])=[CH:26][N:25]=1>>[F:22][C:2]([F:21])([F:1])[C:3]1[CH:4]=[CH:5][C:6]([C:9]2[CH:10]=[CH:11][C:12]3[N:13]([C:15]([C:18]4[O:20][N:30]=[C:28]([C:27]5[CH:32]=[CH:33][C:24]([NH2:23])=[N:25][CH:26]=5)[N:29]=4)=[CH:16][N:17]=3)[CH:14]=2)=[CH:7][CH:8]=1. Reported procedure: The title compound was prepared from 6-(4-trifluoromethyl-phenyl)-imidazo[1,2-a]pyridine-3-carboxylic acid (example C.35) (153 mg, 0.5 mmol) and 6-amino-N-hydroxy-nicotinamidine (example B.4) (114 mg, 0.75 mmol) according to general procedure II. Obtained after flash chromatography on silica gel (ethyl acetate) and further purification by crystallization (MeOH/diethyl ether) as a white solid (27 mg, 13%). MS (ISP) 423.3 [(M+H)+]; mp 258° C. Starting materials: O(C1=CC=CC=C1)CCCOC=1C=C(C(C(=O)OC)=CC1)C(=O)OC (dimethyl 4-(3-phenoxypropoxy)phthalate), [H-].[Na+] (sodium hydride), oil, C(C)(=O)OCC (ethyl acetate). Run in CC(=O)C (acetone). The product is O(C1=CC=CC=C1)CCCOC=1C=C2C(CC(C2=CC1)=O)=O (5-(3-Phenoxypropoxy)indan-1,3-dione). Yield: 22.0%. Reaction SMILES: [O:1]([CH2:8][CH2:9][CH2:10][O:11][C:12]1[CH:13]=[C:14]([C:22]([O:24]C)=O)[C:15](=[CH:20][CH:21]=1)[C:16]([O:18]C)=O)[C:2]1[CH:7]=[CH:6][CH:5]=[CH:4][CH:3]=1.[H-].[Na+].[C:28](OCC)(=O)C>CC(C)=O>[O:1]([CH2:8][CH2:9][CH2:10][O:11][C:12]1[CH:13]=[C:14]2[C:15](=[CH:20][CH:21]=1)[C:16](=[O:18])[CH2:28][C:22]2=[O:24])[C:2]1[CH:3]=[CH:4][CH:5]=[CH:6][CH:7]=1 |f:1.2|. Procedure: A solution of dimethyl 4-(3-phenoxypropoxy)phthalate (13.6 g., 0.0395 mole) in ethyl acetate (12 ml) was added to a 50% dispersion of sodium hydride in mineral oil (2.54 g) and the mixture heated at reflux for 4 hrs. After cooling, the mixture was triturated with 50% ethanol, ether and the yellow solid filtered off and added to a hot (70°-80° C.) 10% solution of hydrochloric acid (150 ml). After 2 mins a yellow oily solid separated which was isolated by decantation and taken up in acetone from w... Starting materials: O=C([O-])[O-], Cc1[nH]c2ccc(O)cc2c1C, COc1cc2c(Cl)ncnc2cc1OCCCN(C)S(C)(=O)=O, [K+], [K+], CN(C)C=O. The product is COc1cc2c(Oc3ccc4[nH]c(C)c(C)c4c3)ncnc2cc1OCCCN(C)S(C)(=O)=O. Reaction SMILES: [C:24](=[O:25])([O-:26])[O-:27].[CH3:30][c:31]1[nH:32][c:33]2[cH:34][cH:35][c:36]([OH:41])[cH:37][c:38]2[c:39]1[CH3:40].[Cl:1][c:2]1[n:3][cH:4][n:5][c:6]2[cH:7][c:8]([O:14][CH2:15][CH2:16][CH2:17][N:18]([S:19](=[O:20])(=[O:21])[CH3:22])[CH3:23])[c:9]([O:12][CH3:13])[cH:10][c:11]12.[K+:28].[K+:29].[O:42]=[CH:43][N:44]([CH3:45])[CH3:46]>>[c:2]1([O:41][c:36]2[cH:35][cH:34][c:33]3[nH:32][c:31]([CH3:30])[c:39]([CH3:40])[c:38]3[cH:37]2)[n:3][cH:4][n:5][c:6]2[cH:7][c:8]([O:14][CH2:15][CH2:16][CH2:17][N:18]([S:19](=[O:20])(=[O:21])[CH3:22])[CH3:23])[c:9]([O:12][CH3:13])[cH:10][c:11]12.